From a dataset of the Open Reaction Database (ORD), a public repository of structured organic reaction records. describe an organic reaction: reactants, conditions, products, and yield The reactants are COC1=CC=C(CN2C(C=CC3=CC(=CC=C23)N2N=C(C=C2C(=O)OCC)C(C)(C)C)=O)C=C1 (ethyl 1-(1-(4-methoxybenzyl)-2-oxo-1,2-dihydroquinolin-6-yl)-3-t-butyl-1 H-pyrazole-5-carboxylate). Solvent: C(=O)(C(F)(F)F)O (TFA). The product is C(C)(C)(C)C1=NN(C(=C1)C(=O)OCC)C=1C=C2C=CC(NC2=CC1)=O (ethyl 3-t-butyl-1-(2-oxo-1,2-dihydroquinolin-6-yl)-1H-pyrazole-5-carboxylate). Isolated yield 89.3%. Reaction SMILES: COC1C=CC(C[N:8]2[C:17]3[C:12](=[CH:13][C:14]([N:18]4[C:22]([C:23]([O:25][CH2:26][CH3:27])=[O:24])=[CH:21][C:20]([C:28]([CH3:31])([CH3:30])[CH3:29])=[N:19]4)=[CH:15][CH:16]=3)[CH:11]=[CH:10][C:9]2=[O:32])=CC=1>C(O)(C(F)(F)F)=O>[C:28]([C:20]1[CH:21]=[C:22]([C:23]([O:25][CH2:26][CH3:27])=[O:24])[N:18]([C:14]2[CH:13]=[C:12]3[C:17](=[CH:16][CH:15]=2)[NH:8][C:9](=[O:32])[CH:10]=[CH:11]3)[N:19]=1)([CH3:29])([CH3:30])[CH3:31]. Procedure details: A solution of ethyl 1-(1-(4-methoxybenzyl)-2-oxo-1,2-dihydroquinolin-6-yl)-3-t-butyl-1 H-pyrazole-5-carboxylate (1.5 g, 3.3 mmol) in TFA (25 mL) was heated in a sealed tube at 100° C. for 7 h. The mixture was cooled, concentrated and purified by silica gel column chromatography to yield ethyl 3-t-butyl-1-(2-oxo-1,2-dihydroquinolin-6-yl)-1H-pyrazole-5-carboxylate (1.0 g, 90% yield). 1H NMR (400 MHz, CDCl3): δ 7.95 (d, J=9.6 Hz, 1H), 7.77 (d, J=2.0 Hz, 1H), 7.66 (dd, J=2.4, and 8.4 Hz, 1H), 7.46 (... The reactants are COC(=O)C=1C=C(C=C(C1)[N+](=O)[O-])C1=C(C=CC=C1)OC (2′-Methoxy-5-nitro-biphenyl-3-carboxylic acid methyl ester), SnCl2 dihydrate, C(=O)(O)[O-].[Na+] (NaHCO3). The solvent is CCOC(=O)C (EtOAc). Run at time 18 hour. Yields the product COC(=O)C=1C=C(C=C(C1)N)C1=C(C=CC=C1)OC (5-amino-2′-methoxy-biphenyl-3-carboxylic acid methyl ester). The yield is 98.2%. As a reaction SMILES: [CH3:1][O:2][C:3]([C:5]1[CH:6]=[C:7]([C:14]2[CH:19]=[CH:18][CH:17]=[CH:16][C:15]=2[O:20][CH3:21])[CH:8]=[C:9]([N+:11]([O-])=O)[CH:10]=1)=[O:4].C([O-])(O)=O.[Na+]>CCOC(C)=O>[CH3:1][O:2][C:3]([C:5]1[CH:6]=[C:7]([C:14]2[CH:19]=[CH:18][CH:17]=[CH:16][C:15]=2[O:20][CH3:21])[CH:8]=[C:9]([NH2:11])[CH:10]=1)=[O:4] |f:1.2|. Procedure: 2′-Methoxy-5-nitro-biphenyl-3-carboxylic acid methyl ester (8.2 g, 28.5 mmol) and SnCl2 dihydrate (35 g) in EtOAc (300 mL) was heated to reflux and stirred for 18 hours, then cooled and stirred at room temperature for 48 hours. Saturated aqueous NaHCO3 was added until the aqueous portion of the mixture reached pH 10. The organic layer was separated, and the aqueous layer was washed with EtOAc. The combined organic layers were washed with water, dried over Na2SO4, filtered and concentrated under ... Starting materials: Cl.C(N)(=N)C1=CC=C(C(=O)N)C=C1 (4-amidino-benzoic acid amide hydrochloride), CO (methanol), C(CCCCC)C(C=O)=COCC (2-n-hexyl-3-ethoxy-acrolein), C[O-].[Na+] (sodium methylate). Run in CCOCC (ether). The product is C(CCCCC)C1=NC(=NC=C1)C1=CC=C(C(=O)N)C=C1 (4-(4-n-hexylpyrimid-2-yl)benzoic acid amide). RXN SMILES: Cl.[C:2]([C:5]1[CH:13]=[CH:12][C:8]([C:9]([NH2:11])=[O:10])=[CH:7][CH:6]=1)(=[NH:4])[NH2:3].[CH2:14]([C:20](=[CH:23]OCC)C=O)[CH2:15][CH2:16][CH2:17][CH2:18][CH3:19].[CH3:27][O-].[Na+].CO>CCOCC>[CH2:15]([C:14]1[CH:20]=[CH:23][N:3]=[C:2]([C:5]2[CH:13]=[CH:12][C:8]([C:9]([NH2:11])=[O:10])=[CH:7][CH:6]=2)[N:4]=1)[CH2:16][CH2:17][CH2:18][CH2:19][CH3:27] |f:0.1,3.4|. Reported procedure: 0.082 mol of 4-amidino-benzoic acid amide hydrochloride, suspended in a solution of 0.082 mol of 2-n-hexyl-3-ethoxy-acrolein and 0.14 mol of sodium methylate in 150 ml. of methanol, are stirred overnight at room temperature under an atmosphere of nitrogen. The precipitate obtained by diluting the reaction mixture with 3.1 of ether is removed by filtration, washed with water until neutral and dried at 40° in a vacuum drying cabinet, whereby 17.9 g. of 4-(4-n-hexylpyrimid-2-yl)benzoic acid amide a... The reactants are ClC(Cl)Cl, CCCN(CCC)CCCCN(C)Cc1ccc(CO)cc1Cl. Product: CCCN(CCC)CCCCN(C)Cc1ccc(C=O)cc1Cl. As a reaction SMILES: [CH:24]([Cl:25])([Cl:26])[Cl:27].[Cl:1][c:2]1[cH:3][c:4]([CH2:22][OH:23])[cH:5][cH:6][c:7]1[CH2:8][N:9]([CH3:10])[CH2:11][CH2:12][CH2:13][CH2:14][N:15]([CH2:16][CH2:17][CH3:18])[CH2:19][CH2:20][CH3:21]>>[Cl:1][c:2]1[cH:3][c:4]([CH:22]=[O:23])[cH:5][cH:6][c:7]1[CH2:8][N:9]([CH3:10])[CH2:11][CH2:12][CH2:13][CH2:14][N:15]([CH2:16][CH2:17][CH3:18])[CH2:19][CH2:20][CH3:21].